Dataset: the Open Reaction Database (ORD), a public repository of structured organic reaction records. Task: describe an organic reaction: reactants, conditions, products, and yield Starting materials: COCOC=1C(=C(C=CC1)B(O)O)C (3-methoxymethoxy-2-methylbenzene-1-boronic acid), IC1=CC=C(C(=O)OCC)C=C1 (ethyl 4-iodobenzoate), C([O-])([O-])=O.[K+].[K+] (potassium carbonate). The reagents and catalysts are C=1C=CC(=CC1)[P](C=2C=CC=CC2)(C=3C=CC=CC3)[Pd]([P](C=4C=CC=CC4)(C=5C=CC=CC5)C=6C=CC=CC6)([P](C=7C=CC=CC7)(C=8C=CC=CC8)C=9C=CC=CC9)[P](C=1C=CC=CC1)(C=1C=CC=CC1)C=1C=CC=CC1 (tetrakis(triphenylphosphine)palladium). The solvent is CO (methanol). The product is OC=1C(=C(C=CC1)C1=CC=C(C=C1)C(=O)OC)C (Methyl 3′-hydroxy-2′-methylbiphenyl-4-carboxylate). RXN SMILES: COC[O:4][C:5]1[C:6]([CH3:14])=[C:7](B(O)O)[CH:8]=[CH:9][CH:10]=1.I[C:16]1[CH:26]=[CH:25][C:19]([C:20]([O:22][CH2:23]C)=[O:21])=[CH:18][CH:17]=1.C(=O)([O-])[O-].[K+].[K+]>CO.C1C=CC([P]([Pd]([P](C2C=CC=CC=2)(C2C=CC=CC=2)C2C=CC=CC=2)([P](C2C=CC=CC=2)(C2C=CC=CC=2)C2C=CC=CC=2)[P](C2C=CC=CC=2)(C2C=CC=CC=2)C2C=CC=CC=2)(C2C=CC=CC=2)C2C=CC=CC=2)=CC=1>[OH:4][C:5]1[C:6]([CH3:14])=[C:7]([C:16]2[CH:26]=[CH:25][C:19]([C:20]([O:22][CH3:23])=[O:21])=[CH:18][CH:17]=2)[CH:8]=[CH:9][CH:10]=1 |f:2.3.4,^1:38,40,59,78|. Procedure details: In a manner similar to that of Example 11(d), by reaction of 3.3 g (16.7 mmol) of 3-methoxymethoxy-2-methylbenzene-1-boronic acid (described in Example 11(c)) with 3 g (13.9 mmol) of ethyl 4-iodobenzoate, 16.7 mL of 2.0M potassium carbonate solution and 800 mg (0.69 mmol) of tetrakis(triphenylphosphine)palladium, followed by deprotection in methanol, the desired product is obtained in the form of a colourless oil (m=3.07 g; Y=77%). The reactants are [OH-].[Na+] (NaOH), C(C1=CC=CC=C1)N1CCC(CC1)SCC1=CC=CC=C1 (1-benzyl-4-benzylsulfanyl-piperidine), O (water), I(=O)(=O)(=O)[O-].[Na+] (sodium periodate). Solvent: O.CO (water methanol). Reaction conditions: time 3 hour. Yields the product C(C1=CC=CC=C1)N1CCC(CC1)S(=O)CC1=CC=CC=C1 ((RS)-1-benzyl-4-benzylsulfinyl-piperidine). The yield is 43.7%. RXN SMILES: [CH2:1]([N:8]1[CH2:13][CH2:12][CH:11]([S:14][CH2:15][C:16]2[CH:21]=[CH:20][CH:19]=[CH:18][CH:17]=2)[CH2:10][CH2:9]1)[C:2]1[CH:7]=[CH:6][CH:5]=[CH:4][CH:3]=1.I([O-])(=O)(=O)=[O:23].[Na+].O.[OH-].[Na+]>O.CO>[CH2:1]([N:8]1[CH2:9][CH2:10][CH:11]([S:14]([CH2:15][C:16]2[CH:21]=[CH:20][CH:19]=[CH:18][CH:17]=2)=[O:23])[CH2:12][CH2:13]1)[C:2]1[CH:3]=[CH:4][CH:5]=[CH:6][CH:7]=1 |f:1.2,4.5,6.7|. Procedure: 0.37 g (0.00124 mol) of 1-benzyl-4-benzylsulfanyl-piperidine was suspended in a mixture of 20 ml of water/methanol (1:1) and treated with 2.66 g (0.0124 mol) of sodium periodate. The mixture was stirred at room temperature for 3 hrs., 150 ml of water were added, the pH was adjusted to 8-9 with 1N aqueous NaOH, the mixture was extracted with ethyl acetate and the organic phase was dried over magnesium sulfate. The solvent was removed on a rotary evaporator and the residue was chromatographed on s... Starting materials: Cc1nnc(C(=C2CCN(C(=O)OC(C)(C)C)CC2)c2ccccc2)o1, COc1cnc(-n2cc(C)nn2)c2[nH]cc(C(=O)C(=O)O)c12, ClCCl, Cl, O=C(O)C(F)(F)F. Yields the product COc1cnc(-n2cc(C)nn2)c2[nH]cc(C(=O)C(=O)N3CCC(=C(c4ccccc4)c4nnc(C)o4)CC3)c12. Reaction SMILES: [C:1]([O:2][C:6](=[O:7])[N:8]1[CH2:9][CH2:10][C:11](=[C:14]([c:15]2[o:16][c:17]([CH3:20])[n:18][n:19]2)[c:21]2[cH:22][cH:23][cH:24][cH:25][cH:26]2)[CH2:12][CH2:13]1)([CH3:3])([CH3:4])[CH3:5].[CH3:35][O:36][c:37]1[c:38]2[c:39]([C:52]([C:53]([OH:54])=[O:55])=[O:56])[cH:40][nH:41][c:42]2[c:43](-[n:46]2[n:47][n:48][c:49]([CH3:51])[cH:50]2)[n:44][cH:45]1.[Cl:57][CH2:58][Cl:59].[ClH:34].[F:27][C:28]([F:29])([F:30])[C:31]([OH:32])=[O:33]>>[C:6](=[O:7])([N:8]1[CH2:9][CH2:10][C:11](=[C:14]([c:15]2[o:16][c:17]([CH3:20])[n:18][n:19]2)[c:21]2[cH:22][cH:23][cH:24][cH:25][cH:26]2)[CH2:12][CH2:13]1)[C:52]([c:39]1[c:38]2[c:37]([O:36][CH3:35])[cH:45][n:44][c:43](-[n:46]3[n:47][n:48][c:49]([CH3:51])[cH:50]3)[c:42]2[nH:41][cH:40]1)=[O:56]. RXN SMILES: [C:1]([CH3:2])(=[O:3])[N:4]1[CH:5]([c:14]2[cH:15][cH:16][cH:17][cH:18][cH:19]2)[S:6][C:7]([CH3:12])([CH3:13])[CH:8]1[C:9](=[O:10])[OH:11].[C:20]([CH3:21])(=[O:22])[N:23]1[CH:24]([c:33]2[c:34]([OH:41])[cH:35][cH:36][c:37]([O:39][CH3:40])[cH:38]2)[S:25][c:26]2[c:27]1[cH:28][cH:29][c:30]([Cl:32])[cH:31]2.[CH3:57][CH2:58][O:59][C:60](=[O:61])[CH3:62].[CH:42]1([N:43]=[C:44]=[N:45][CH:46]2[CH2:47][CH2:48][CH2:49][CH2:50][CH2:51]2)[CH2:52][CH2:53][CH2:54][CH2:55][CH2:56]1.[O:63]=[CH:64][N:65]([CH3:66])[CH3:67].[OH2:68]>>[C:1]([CH3:2])(=[O:3])[N:4]1[CH:5]([c:14]2[cH:15][cH:16][cH:17][cH:18][cH:19]2)[S:6][C:7]([CH3:12])([CH3:13])[CH:8]1[C:9]([O:10][c:34]1[c:33]([CH:24]2[N:23]([C:20]([CH3:21])=[O:22])[c:27]3[c:26]([cH:31][c:30]([Cl:32])[cH:29][cH:28]3)[S:25]2)[cH:38][c:37]([O:39][CH3:40])[cH:36][cH:35]1)=[O:11]. Yields the product COc1ccc(OC(=O)C2N(C(C)=O)C(c3ccccc3)SC2(C)C)c(C2Sc3cc(Cl)ccc3N2C(C)=O)c1. Reactants: CC(=O)N1C(c2ccccc2)SC(C)(C)C1C(=O)O, COc1ccc(O)c(C2Sc3cc(Cl)ccc3N2C(C)=O)c1, CCOC(C)=O, C(=NC1CCCCC1)=NC1CCCCC1, CN(C)C=O, O. Reactants: FC1=C(C=C(C=C1)OB(O)O)C (4-Fluoro-3-methylphenylboric acid), [OH-].[Na+] (NaOH), FC1=C(C=C(C=C1)C=1C=CC=2N(C1)C=C(N2)C(=O)O)C (6-(4-fluoro-3-methylphenyl)-imidazo[1,2-a]pyridine-2-carboxylic acid), Cl (HCl), C(C)OC(=O)C=1N=C2N(C=C(C=C2)C2=CC(=C(C=C2)F)C)C1 (6-(4-fluoro-3-methylphenyl)-imidazo[1,2-a]pyridine-2-carboxylic acid ethyl ester), stainless steel, C(C)OC(=O)C=1N=C2N(C=C(C=C2)Br)C1 (6-bromoimidazo[1,2-a]pyridine-2-carboxylic acid ethyl ester), [F-].[K+] (KF). Reagents/catalysts: [Pd] (Palladium on activated carbon), C=1C=CC(=CC1)[P](C=2C=CC=CC2)(C=3C=CC=CC3)[Pd]([P](C=4C=CC=CC4)(C=5C=CC=CC5)C=6C=CC=CC6)([P](C=7C=CC=CC7)(C=8C=CC=CC8)C=9C=CC=CC9)[P](C=1C=CC=CC1)(C=1C=CC=CC1)C=1C=CC=CC1 (Pd(PPh3)4). Run in C(C)O (ethanol), C(C)O (ethanol), C(C)#N (acetonitrile). Run at time 20 hour. Yields the product FC1=C(C=C(C=C1)C1CCC=2N(C1)C=C(N2)C(=O)O)C (6-(4-Fluoro-3-methylphenyl)-5,6,7,8-tetrahydroimidazo[1,2-a]pyridine-2-carboxylic Acid). RXN SMILES: FC1C=CC(OB(O)O)=CC=1C.[F-].[K+].C(OC(C1N=C2C=CC(Br)=CN2C=1)=O)C.C([O:32][C:33]([C:35]1[N:36]=[C:37]2[CH:42]=[CH:41][C:40]([C:43]3[CH:48]=[CH:47][C:46]([F:49])=[C:45]([CH3:50])[CH:44]=3)=[CH:39][N:38]2[CH:51]=1)=[O:34])C.[OH-].[Na+].FC1C=CC(C2C=CC3N(C=C(C(O)=O)N=3)C=2)=CC=1C.Cl>C(#N)C.C(O)C.[Pd].C1C=CC([P]([Pd]([P](C2C=CC=CC=2)(C2C=CC=CC=2)C2C=CC=CC=2)([P](C2C=CC=CC=2)(C2C=CC=CC=2)C2C=CC=CC=2)[P](C2C=CC=CC=2)(C2C=CC=CC=2)C2C=CC=CC=2)(C2C=CC=CC=2)C2C=CC=CC=2)=CC=1>[F:49][C:46]1[CH:47]=[CH:48][C:43]([CH:40]2[CH2:39][N:38]3[CH:51]=[C:35]([C:33]([OH:34])=[O:32])[N:36]=[C:37]3[CH2:42][CH2:41]2)=[CH:44][C:45]=1[CH3:50] |f:1.2,5.6,^1:85,87,106,125|. Procedure details: 4-Fluoro-3-methylphenylboric acid (4.62 g; 15 mmol) followed by KF solution (2M in water, 15 ml) and finally Pd(PPh3)4 (520 mg; 0.45 mmol; 3 mol %) were added under a nitrogen atmosphere to a solution of 6-bromoimidazo[1,2-a]pyridine-2-carboxylic acid ethyl ester (4.04 g; 15 mmol) in acetonitrile (30 ml) in a Milestone 100 ml high-pressure vessel. The reaction vessel was rinsed with nitrogen, closed and irradiated in a microwave at 160° C. for 5 min. (DC control: n-hexane-ethyl acetate 1:1). Two... Starting materials: IC1=C(N=C(N1)C)C=O (5-iodo-2-methyl-1H-imidazole-4-carbaldehyde), CC1=C(C(=O)OC)C=C(C(=C1)C)B1OC(C(O1)(C)C)(C)C (methyl 2,4-dimethyl-5-(4,4,5,5-tetramethyl-1,3,2-dioxaborolan-2-yl)benzoate), CC1=C(C(=O)OC)C=C(C(=C1)C)B1OC(C(O1)(C)C)(C)C (methyl 2,4-dimethyl-5-(4,4,5,5-tetramethyl-1,3,2-dioxaborolan-2-yl)benzoate), C([O-])([O-])=O.[K+].[K+] (potassium carbonate), IC1=C(N=C(N1)C)C=O (5-iodo-2-methyl-1H-imidazole-4-carbaldehyde). The reagents and catalysts are C1=CC=C(C=C1)P([C-]2C=CC=C2)C3=CC=CC=C3.C1=CC=C(C=C1)P([C-]2C=CC=C2)C3=CC=CC=C3.Cl[Pd]Cl.[Fe+2] (Pd(dppf)Cl2). Solvent: O (water), O1CCOCC1 (dioxane). Run at temperature 80 celsius, time 8 hour. Product: C(=O)C=1N=C(NC1C=1C(=CC(=C(C(=O)OC)C1)C)C)C (Methyl 5-(4-formyl-2-methyl-1H-imidazol-5-yl)-2,4-dimethylbenzoate). The yield is 57.8%. Reaction SMILES: I[C:2]1[NH:6][C:5]([CH3:7])=[N:4][C:3]=1[CH:8]=[O:9].[CH3:10][C:11]1[CH:20]=[C:19]([CH3:21])[C:18](B2OC(C)(C)C(C)(C)O2)=[CH:17][C:12]=1[C:13]([O:15][CH3:16])=[O:14].C(=O)([O-])[O-].[K+].[K+]>O1CCOCC1.O.C1C=CC(P(C2C=CC=CC=2)[C-]2C=CC=C2)=CC=1.C1C=CC(P(C2C=CC=CC=2)[C-]2C=CC=C2)=CC=1.Cl[Pd]Cl.[Fe+2]>[CH:8]([C:3]1[N:4]=[C:5]([CH3:7])[NH:6][C:2]=1[C:18]1[C:19]([CH3:21])=[CH:20][C:11]([CH3:10])=[C:12]([CH:17]=1)[C:13]([O:15][CH3:16])=[O:14])=[O:9] |f:2.3.4,7.8.9.10|. Procedure details: Into a 100-mL three neck round-bottom flask, which was purged and maintained with an inert atmosphere of nitrogen, was placed a solution of 5-iodo-2-methyl-1H-imidazole-4-carbaldehyde (compound 236.1, 600 mg, 2.54 mmol) in dioxane (30 mL). Methyl 2,4-dimethyl-5-(tetramethyl-1,3,2-dioxaborolan-2-yl)benzoate (compound 160.1, 800 mg, 2.76 mmol), a solution of potassium carbonate (1.8 g, 13.0 mmol) in water (10 mL), and Pd(dppf)Cl2 (400 mg, 0.55 mmol, 0.20 equiv) were added to the reaction. The reac... The solvent is C(C)O (ethanol). The product is OC1CN(C1)C=1SCCN1 (3-hydroxy-1-(thiazolin-2-yl)azetidine). Reaction SMILES: Cl.[OH:2][CH:3]1[CH2:6][NH:5][CH2:4]1.CS[C:9]1[S:10][CH2:11][CH2:12][N:13]=1.C[O-].[Na+]>C(O)C>[OH:2][CH:3]1[CH2:6][N:5]([C:9]2[S:10][CH2:11][CH2:12][N:13]=2)[CH2:4]1 |f:0.1,3.4|. Procedure: To a solution of 109 mg of 3-hydroxyazetidine HCl [Compound (15)] in 5 ml of ethanol was added a mixture of 133 mg of 2-methylthiothiazoline [Compound (16)] and sodium methoxide (0.9 equivalent mole), and the reaction mixture was refluxed for 8 hours. After removal of the solvent under reduced pressure, the resulting residue was dissolved in chloroform and washed with saturated saline solution. After removal of the solvent under reduced pressure, the resulting residue was washed with diethylethe... The yield is 75.6%. Reactants: Cl.OC1CNC1 (3-hydroxyazetidine HCl), Cl.OC1CNC1 (3-hydroxyazetidine HCl), CSC=1SCCN1 (2-methylthiothiazoline), CSC=1SCCN1 (2-methylthiothiazoline), C[O-].[Na+] (sodium methoxide). Starting materials: C(C)(C)(C)OC(=O)C1=C(SC=2COC(CC21)CN)N (2-amino-5-aminomethyl-4,7-dihydro-5H-thieno[2,3-c]pyran-3-carboxylic acid tert-butyl ester), [N+](=O)([O-])C1=C(C(C(=O)O)=CC=C1)C(=O)O (3-nitro-phthalic acid), C(C)(C)N(CC)C(C)C (diisopropylethylamine), C(C)(C)N=C=NC(C)C (1,3-diisopropyl-carbodiimide). Run in C(C)(=O)OCC (ethyl acetate), O1CCCC1 (tetrahydrofuran). Run at time 10 second. The product is C(C)(C)(C)OC(=O)C1=C(SC=2COC(CC21)CN2C(C1=CC=CC(=C1C2=O)[N+](=O)[O-])=O)N (2-amino-5-(4-nitro-1,3-dioxo-1,3-dihydro-isoindol-2-ylmethyl) 4,7-dihydro-5H-thieno[2,3-c]pyran-3-carboxylic acid tert-butyl ester). Reaction SMILES: [C:1]([O:5][C:6]([C:8]1[C:16]2[CH2:15][CH:14]([CH2:17][NH2:18])[O:13][CH2:12][C:11]=2[S:10][C:9]=1[NH2:19])=[O:7])([CH3:4])([CH3:3])[CH3:2].[N+:20]([C:23]1[CH:31]=[CH:30][CH:29]=[C:25]([C:26](O)=[O:27])[C:24]=1[C:32](O)=[O:33])([O-:22])=[O:21].C(N(C(C)C)CC)(C)C.C(N=C=NC(C)C)(C)C>O1CCCC1.C(OCC)(=O)C>[C:1]([O:5][C:6]([C:8]1[C:16]2[CH2:15][CH:14]([CH2:17][N:18]3[C:32](=[O:33])[C:24]4[C:25](=[CH:29][CH:30]=[CH:31][C:23]=4[N+:20]([O-:22])=[O:21])[C:26]3=[O:27])[O:13][CH2:12][C:11]=2[S:10][C:9]=1[NH2:19])=[O:7])([CH3:4])([CH3:2])[CH3:3]. Procedure details: In a 4-ml scintillating vial, a solution of the above 2-amino-5-aminomethyl-4,7-dihydro-5H-thieno[2,3-c]pyran-3-carboxylic acid tert-butyl ester (63 mg, 0.2 mmol) in tetrahydrofuran (2.0 ml) was treated with 3-nitro-phthalic acid (66 mg, 0.3 mmol), diisopropylethylamine (190 μl, 1.1 mmol), and 1,3-diisopropyl-carbodiimide (120 μl, 0.77 mmol). The reaction mixture was shaken vigorously for 10 seconds before being stirred at 50° C. for 43 hours and at room temperature for 20 h. The reaction mixtur...